describe an organic reaction: reactants, conditions, products, and yield From a dataset of the Open Reaction Database (ORD), a public repository of structured organic reaction records. Starting materials: CC(=O)O, CN, CO, [Na+], O=C1CCC(NC(=O)c2ccc3[nH]ncc3c2)CC1, [OH-]. Product: CNC1CCC(NC(=O)c2ccc3[nH]ncc3c2)CC1. As a reaction SMILES: [CH3:1][C:2](=[O:3])[OH:4].[CH3:24][NH2:25].[CH3:28][OH:29].[Na+:27].[O:5]=[C:6]1[CH2:7][CH2:8][CH:9]([NH:12][C:13](=[O:14])[c:15]2[cH:16][c:17]3[cH:18][n:19][nH:20][c:21]3[cH:22][cH:23]2)[CH2:10][CH2:11]1.[OH-:26]>>[CH:6]1([NH:25][CH3:24])[CH2:7][CH2:8][CH:9]([NH:12][C:13](=[O:14])[c:15]2[cH:16][c:17]3[cH:18][n:19][nH:20][c:21]3[cH:22][cH:23]2)[CH2:10][CH2:11]1. Reactants: ClCCC1=CC2=C(OCCO2)C=C1 (6-(2-Chloro-ethyl)-2,3-dihydro-benzo[1,4]dioxine), [I-].[Na+] (sodium iodide). The solvent is CC(=O)C (acetone). Yields the product ICCC1=CC2=C(OCCO2)C=C1 (6-(2-Iodo-ethyl)-2,3-dihydro-benzo[1,4]dioxine). The yield is 77.8%. As a reaction SMILES: Cl[CH2:2][CH2:3][C:4]1[CH:13]=[CH:12][C:7]2[O:8][CH2:9][CH2:10][O:11][C:6]=2[CH:5]=1.[I-:14].[Na+]>CC(C)=O>[I:14][CH2:2][CH2:3][C:4]1[CH:13]=[CH:12][C:7]2[O:8][CH2:9][CH2:10][O:11][C:6]=2[CH:5]=1 |f:1.2|. Reported procedure: A solution of (a) (0.22 g) in acetone (10 ml) was treated with sodium iodide (0.6 g) and heated to reflux overnight. The mixture was filtered and evaporated. The residue was partitioned between dichloromethane and dilute aqueous sodium sulphite solution. The organic extract was dried and evaporated to give a brown oil (0.25 g). Starting materials: Brc1ccc2[nH]ccc2c1, O=C([O-])[O-], CCOC(=O)C(CBr)=NO, ClCCl, [Na+], [Na+]. The product is CCOC(=O)C(Cc1c[nH]c2ccc(Br)cc12)=NO. As a reaction SMILES: [Br:11][c:12]1[cH:13][c:14]2[cH:15][cH:16][nH:17][c:18]2[cH:19][cH:20]1.[C:21](=[O:22])([O-:23])[O-:24].[CH2:1]([CH3:2])[O:3][C:4]([C:5]([CH2:6][Br:7])=[N:8][OH:9])=[O:10].[Cl:27][CH2:28][Cl:29].[Na+:25].[Na+:26]>>[CH2:1]([CH3:2])[O:3][C:4]([C:5]([CH2:6][c:15]1[c:14]2[cH:13][c:12]([Br:11])[cH:20][cH:19][c:18]2[nH:17][cH:16]1)=[N:8][OH:9])=[O:10]. Starting materials: O=C(O)c1ccc(OCc2ccc(F)cc2)c(OCc2ccc(F)cc2)c1, COc1ccc(NC(=O)C(CCC(=O)NC(c2ccccc2)(c2ccccc2)c2ccccc2)NC(=O)OCC2c3ccccc3-c3ccccc32)cc1O. Product: COc1ccc(NC(=O)C(CCC(=O)NC(c2ccccc2)(c2ccccc2)c2ccccc2)NC(=O)c2ccc(OCc3ccc(F)cc3)c(OCc3ccc(F)cc3)c2)cc1O. As a reaction SMILES: [F:56][c:57]1[cH:58][cH:59][c:60]([CH2:61][O:62][c:63]2[cH:64][c:65]([C:66]([OH:67])=[O:68])[cH:69][cH:70][c:71]2[O:72][CH2:73][c:74]2[cH:75][cH:76][c:77]([F:80])[cH:78][cH:79]2)[cH:81][cH:82]1.[cH:1]1[c:2]2[c:12]([cH:13][cH:14][cH:17]1)-[c:7]1[c:6]([cH:11][cH:10][cH:9][cH:8]1)[CH:3]2[CH2:4][O:15][C:16](=[O:5])[NH:18][CH:19]([CH2:20][CH2:21][C:22]([NH:23][C:24]([c:25]1[cH:26][cH:27][cH:28][cH:29][cH:30]1)([c:31]1[cH:32][cH:33][cH:34][cH:35][cH:36]1)[c:37]1[cH:38][cH:39][cH:40][cH:41][cH:42]1)=[O:43])[C:44](=[O:45])[NH:46][c:47]1[cH:48][c:49]([OH:55])[c:50]([O:53][CH3:54])[cH:51][cH:52]1>>[O:15]=[C:16]([NH:18][CH:19]([CH2:20][CH2:21][C:22]([NH:23][C:24]([c:25]1[cH:26][cH:27][cH:28][cH:29][cH:30]1)([c:31]1[cH:32][cH:33][cH:34][cH:35][cH:36]1)[c:37]1[cH:38][cH:39][cH:40][cH:41][cH:42]1)=[O:43])[C:44](=[O:45])[NH:46][c:47]1[cH:48][c:49]([OH:55])[c:50]([O:53][CH3:54])[cH:51][cH:52]1)[c:65]1[cH:64][c:63]([O:62][CH2:61][c:60]2[cH:59][cH:58][c:57]([F:56])[cH:82][cH:81]2)[c:71]([O:72][CH2:73][c:74]2[cH:75][cH:76][c:77]([F:80])[cH:78][cH:79]2)[cH:70][cH:69]1.